The task is: describe an organic reaction: reactants, conditions, products, and yield. This data is from the Open Reaction Database (ORD), a public repository of structured organic reaction records. Starting materials: FC(C(=O)O)(F)F (Trifluoroacetic acid), FC(C1=NN=C2C=CC(=NN21)N2CCN(CCC2)C(=O)OC(C)(C)C)(F)F (tert-butyl 4-[3-(trifluoromethyl)-[1,2,4]triazolo[3,4-f]pyridazin-6-yl]-1,4-diazepane-1-carboxylate), C([O-])(O)=O.[Na+] (sodium bicarbonate). The solvent is ClCCl (dichloromethane). Reaction conditions: time 6 hour. Yields the product N1(CCNCCC1)C1=NN2C(C=C1)=NN=C2C(F)(F)F (6-(1,4-diazepan-1-yl)-3-(trifluoromethyl)-[1,2,4]triazolo[3,4-f]pyridazine). The yield is 86.8%. Reaction SMILES: FC(F)(F)C(O)=O.[F:8][C:9]([F:34])([F:33])[C:10]1[N:18]2[C:13]([CH:14]=[CH:15][C:16]([N:19]3[CH2:25][CH2:24][CH2:23][N:22](C(OC(C)(C)C)=O)[CH2:21][CH2:20]3)=[N:17]2)=[N:12][N:11]=1.C(=O)(O)[O-].[Na+]>ClCCl>[N:19]1([C:16]2[CH:15]=[CH:14][C:13]3=[N:12][N:11]=[C:10]([C:9]([F:8])([F:34])[F:33])[N:18]3[N:17]=2)[CH2:25][CH2:24][CH2:23][NH:22][CH2:21][CH2:20]1 |f:2.3|. Procedure details: Trifluoroacetic acid (8 mL, 103.68 mmol) was added to a mixture of tert-butyl 4-[3-(trifluoromethyl)-[1,2,4]triazolo[3,4-f]pyridazin-6-yl]-1,4-diazepane-1-carboxylate (5.9 g, 15.3 mmol) and dichloromethane (80 mL) at ambient temperature and the resulting solution was stirred at ambient temperature for 6 hours. The reaction mixture was evaporated to give an involatile residue that was treated with saturated aqueous sodium bicarbonate solution (100 mL) and then extracted with dichloromethane (4×20... Starting materials: CC=1C=C(C=CC1C1=CN=NC=C1)CC(=O)OC(C)(C)C (tert-butyl 2-(3-methyl-4-(pyridazin-4-yl)phenyl)acetate), FC(C(=O)O)(F)F (trifluoroacetic acid). Solvent: C(Cl)Cl (DCM). The product is CC=1C=C(C=CC1C1=CN=NC=C1)CC(=O)O (2-(3-methyl-4-(pyridazin-4-yl)phenyl)acetic acid). RXN SMILES: [CH3:1][C:2]1[CH:3]=[C:4]([CH2:14][C:15]([O:17]C(C)(C)C)=[O:16])[CH:5]=[CH:6][C:7]=1[C:8]1[CH:13]=[CH:12][N:11]=[N:10][CH:9]=1.FC(F)(F)C(O)=O>C(Cl)Cl>[CH3:1][C:2]1[CH:3]=[C:4]([CH2:14][C:15]([OH:17])=[O:16])[CH:5]=[CH:6][C:7]=1[C:8]1[CH:13]=[CH:12][N:11]=[N:10][CH:9]=1. Reported procedure: The ester 134-2 obtained in step 2 was stirred in DCM (15 ml) with trifluoroacetic acid (TFA, 3 ml) at room temperature overnight. After concentrated by evaporation, the residue was redistributed between ethyl acetate (30 ml) and 5% Na2CO3 aqueous solution (30 ml). The aqueous phase was acidified to pH around 2 with 6 N HCl solution and extracted with ethyl acetate (40 ml×2). The organic extraction was evaporated to give 2-(3-methyl-4-(pyridazin-4-yl)phenyl)acetic acid 134-3 as a solid which is ... Starting materials: CO, CCCS(=O)(=O)Nc1ccc(F)c(C(=O)Nc2cnc3c(c2)cc(C)n3S(=O)(=O)c2ccccc2)c1F, [K+], [K+], O=C([O-])[O-], O. Yields the product CCCS(=O)(=O)Nc1ccc(F)c(C(=O)Nc2cnc3[nH]c(C)cc3c2)c1F. Reaction SMILES: [CH3:44][OH:45].[F:1][c:2]1[c:3]([C:4](=[O:5])[NH:6][c:7]2[cH:8][c:9]3[c:10]([n:11][cH:12]2)[n:13]([S:17]([c:18]2[cH:19][cH:20][cH:21][cH:22][cH:23]2)(=[O:24])=[O:25])[c:14]([CH3:16])[cH:15]3)[c:26]([F:37])[cH:27][cH:28][c:29]1[NH:30][S:31](=[O:32])(=[O:33])[CH2:34][CH2:35][CH3:36].[K+:38].[K+:39].[O-:40][C:41]([O-:42])=[O:43].[OH2:46]>>[F:1][c:2]1[c:3]([C:4](=[O:5])[NH:6][c:7]2[cH:8][c:9]3[c:10]([n:11][cH:12]2)[nH:13][c:14]([CH3:16])[cH:15]3)[c:26]([F:37])[cH:27][cH:28][c:29]1[NH:30][S:31](=[O:32])(=[O:33])[CH2:34][CH2:35][CH3:36]. Run at time 15 hour. As a reaction SMILES: [OH:1][CH:2]1[C:13]2[C:14](=[O:15])[C:9]([O:16][Si:17]([C:20]([CH3:23])([CH3:22])[CH3:21])([CH3:19])[CH3:18])([CH2:10][CH2:11][CH:12]=2)[C:8]#[C:7][CH:6]=[CH:5][C:4]#[C:3]1.N1C=CC=CC=1.[O:30]([CH2:37][C:38](Cl)=[O:39])[C:31]1[CH:36]=[CH:35][CH:34]=[CH:33][CH:32]=1>O1CCCC1.CCOCC>[O:30]([CH2:37][C:38]([O:1][CH:2]1[C:13]2[C:14](=[O:15])[C:9]([O:16][Si:17]([C:20]([CH3:23])([CH3:22])[CH3:21])([CH3:18])[CH3:19])([CH2:10][CH2:11][CH:12]=2)[C:8]#[C:7][CH:6]=[CH:5][C:4]#[C:3]1)=[O:39])[C:31]1[CH:36]=[CH:35][CH:34]=[CH:33][CH:32]=1. Run in O1CCCC1 (tetrahydrofuran), CCOCC (ether). Procedure details: To a solution of compound 6 (175 mg, 0,533 mmol) in 10 mL tetrahydrofuran was added pyridine (0.20 mL, 2.47 mmol) and phenoxyacetyl chloride (0.17mL, 1.23 mmol) and stirred for 15 h. The solution was diluted with ether and washed with water and saturated bicarbonate. The organic fraction was dried over MgSO4 and concentrated and the residue chromatographed over silica gel (10:1 hexane/ethyl acetate) to give 8-[(phenoxymethyl)carbonyloxy]-1-(t-butyldimethylsilyloxy)-bicyclo[7.3.1]trideca-4,9-dien... The yield is 32.3%. Reactants: OC1C#CC=CC#CC2(CCC=C1C2=O)O[Si](C)(C)C(C)(C)C (8-hydroxy-1-[(t-butyldimethylsilyl)oxy]-bicylo[7.3.1]trideca-4,9-diene-2,6-diyn-13-one), N1=CC=CC=C1 (pyridine), O(C1=CC=CC=C1)CC(=O)Cl (phenoxyacetyl chloride). The product is O(C1=CC=CC=C1)CC(=O)OC1C#CC=CC#CC2(CCC=C1C2=O)O[Si](C)(C)C(C)(C)C (8-[(phenoxymethyl)carbonyloxy]-1-(t-butyldimethylsilyloxy)-bicyclo[7.3.1]trideca-4,9-diene-2,6-diyn-13-one). The reactants are C(C)OCC (diethyl ether), FC(C(=O)O)(F)F (trifluoroacetic acid), C(=O)NC=1SC=C(N1)C(C(=O)N[C@H]1[C@@H]2N(C(=C(CS2)C[N+]=2N(C=CC2)C)C(=O)[O-])C1=O)=NOC (7β-[2-(2-formamidothiazol-4-yl)-2-methoxyiminoacetamido]-3-(2-methyl-1-pyrazolio)methyl-3-cephem-4-carboxylate), Cl (hydrochloric acid). Run in CO (methanol). Run at time 2 hour. Product: NC=1SC=C(N1)C(C(=O)N[C@H]1[C@@H]2N(C(=C(CS2)C[N+]=2N(C=CC2)C)C(=O)[O-])C1=O)=NOC (7β-[2-(2-aminothiazol-4-yl)-2-methoxyiminoacetamido]-3-(2-methyl-1-pyrazolio)methyl-3-cephem-4-carboxylate). The yield is 37.5%. As a reaction SMILES: FC(F)(F)C(O)=O.C([NH:10][C:11]1[S:12][CH:13]=[C:14]([C:16](=[N:39][O:40][CH3:41])[C:17]([NH:19][C@@H:20]2[C:37](=[O:38])[N:22]3[C:23]([C:34]([O-:36])=[O:35])=[C:24]([CH2:27][N+:28]4[N:29]([CH3:33])[CH:30]=[CH:31][CH:32]=4)[CH2:25][S:26][C@H:21]23)=[O:18])[N:15]=1)=O.Cl.C(OCC)C>CO>[NH2:10][C:11]1[S:12][CH:13]=[C:14]([C:16](=[N:39][O:40][CH3:41])[C:17]([NH:19][C@@H:20]2[C:37](=[O:38])[N:22]3[C:23]([C:34]([O-:36])=[O:35])=[C:24]([CH2:27][N+:28]4[N:29]([CH3:33])[CH:30]=[CH:31][CH:32]=4)[CH2:25][S:26][C@H:21]23)=[O:18])[N:15]=1. Procedure details: To a solution of trifluoroacetic acid salt of 7β-[2-(2-formamidothiazol-4-yl)-2-methoxyiminoacetamido]-3-(2-methyl-1-pyrazolio)methyl-3-cephem-4-carboxylate (syn isomer, 2.2 g) in methanol (11 ml) was added conc. hydrochloric acid (0.78 ml) at room temperature, and the mixture was stirred at the same temperature for 2 hours. The reaction mixture was added to diethyl ether (300 ml), and the precipitates were collected by filtration. The precipitates were dissolved in water (20 ml) and the solutio... Reactants: CCOCC (ether), ClC1=CC=C(C=C1)[C@H](C=1C=C(C#N)C=CC1)N1CC(C1)[C@@H](C(C)(C)F)C1=CC(=CC(=C1)F)F (3-((R)-(4-chlorophenyl){3-[(1R)-1-(3,5-difluorophenyl)-2-fluoro-2-methylpropyl]azetidin-1-yl}methyl)benzonitrile), N1C=NC=C1 (imidazole), C(=O)([O-])[O-].[K+].[K+] (K2CO3). The solvent is O (water), CS(=O)C (DMSO). Reaction conditions: temperature 150 celsius, time 4 hour. Product: ClC1=CC=C(C=C1)[C@H](C=1C=C(C#N)C=CC1)N1CC(C1)[C@@H](C(C)(C)F)C1=CC(=CC(=C1)N1C=NC=C1)F (3-[(R)-(4-chlorophenyl)(3-{(1R)-2-fluoro-1-[3-fluoro-5-(1H-imidazol-1-yl)phenyl]-2-methylpropyl}azetidin-1-yl)methyl]benzonitrile). As a reaction SMILES: [Cl:1][C:2]1[CH:7]=[CH:6][C:5]([C@@H:8]([N:17]2[CH2:20][CH:19]([C@H:21]([C:26]3[CH:31]=[C:30](F)[CH:29]=[C:28]([F:33])[CH:27]=3)[C:22]([F:25])([CH3:24])[CH3:23])[CH2:18]2)[C:9]2[CH:10]=[C:11]([CH:14]=[CH:15][CH:16]=2)[C:12]#[N:13])=[CH:4][CH:3]=1.[NH:34]1[CH:38]=[CH:37][N:36]=[CH:35]1.C([O-])([O-])=O.[K+].[K+].CCOCC>CS(C)=O.O>[Cl:1][C:2]1[CH:3]=[CH:4][C:5]([C@@H:8]([N:17]2[CH2:18][CH:19]([C@H:21]([C:26]3[CH:31]=[C:30]([N:34]4[CH:38]=[CH:37][N:36]=[CH:35]4)[CH:29]=[C:28]([F:33])[CH:27]=3)[C:22]([F:25])([CH3:23])[CH3:24])[CH2:20]2)[C:9]2[CH:10]=[C:11]([CH:14]=[CH:15][CH:16]=2)[C:12]#[N:13])=[CH:6][CH:7]=1 |f:2.3.4|. Reported procedure: A mixture of 90 mg (0.192 mmole) of 3-((R)-(4-chlorophenyl){3-[(1R)-1-(3,5-difluorophenyl)-2-fluoro-2-methylpropyl]azetidin-1-yl}methyl)benzonitrile, 17 mg (0.25 mmole) of imidazole and 40 mg (0.288 mmole) of K2CO3 in 1.5 mL DMSO was stirred at 150° C. in a microwave (with cooling). After 4 h, the mixture was poured into 30 mL of ether and 5 mL of water. The layers were separated and the aqueous layer was washed with three 10 mL portions of ether and the combined organic extracts were washed wit... Reactants: [BH-](OC(=O)C)(OC(=O)C)OC(=O)C.[Na+] (NaBH(OAc)3), C1(CC1)N (Cyclopropyl amine), ketone, ClC(C)Cl (dichloroethane), C(C)(=O)O (acetic acid). Conditions: temperature 0 celsius, time 2.75 hour. Yields the product C1[C@H]([C@@H]1N)C2=CC=CC=C2 (trans amine). Reaction SMILES: [CH:1]1([NH2:4])[CH2:3][CH2:2]1.[C:5](O)(=O)[CH3:6].[BH-](O[C:19]([CH3:21])=O)(OC(C)=O)OC(C)=O.[Na+].Cl[CH:24](Cl)[CH3:25]>>[CH2:3]1[C@@H:1]([NH2:4])[C@@H:2]1[C:6]1[CH:5]=[CH:21][CH:19]=[CH:25][CH:24]=1 |f:2.3|. Procedure details: Cyclopropyl amine (12.4 mL, 185 mmol) was added to a solution of the ketone prepared above (27.0 g, 123 mmol) in dichloroethane (600 mL) and acetic acid (14.0 mL, 246 mmol). The reaction mixture was cooled to 0° C. and NaBH(OAc)3 (52 g, 246 mmol) was added protionwise. After being stirred for 2.75 h at 23° C., the reaction was re-cooled to 0° C. and quenched with 1 M NaOH (200 mL). The aqueous layer was extracted with CH2Cl2 (2×200 mL) and the combined organic layers were washed with brine (300 ... Reactants: solid, C(C)OC([C@@H](N)CCSCC)=O (L-ethionine ethyl ester), C(C)(=O)SCC(C(=O)O)CC1=CC=CC=C1 (3-acetylthio-2-benzylpropionic acid). Run in CO (MeOH), CO (MeOH). The product is C(C)OC([C@@H](NC(C(CSC(C)=O)CC1=CC=CC=C1)=O)CCSCC)=O (N-(3-Acetylthio-2-Benzylpropionyl)-L-Ethionine Ethyl Ester). As a reaction SMILES: [CH2:1]([O:3][C:4](=[O:12])[C@H:5]([CH2:7][CH2:8][S:9][CH2:10][CH3:11])[NH2:6])[CH3:2].[C:13]([S:16][CH2:17][CH:18]([CH2:22][C:23]1[CH:28]=[CH:27][CH:26]=[CH:25][CH:24]=1)[C:19](O)=[O:20])(=[O:15])[CH3:14]>CO>[CH2:1]([O:3][C:4](=[O:12])[C@H:5]([CH2:7][CH2:8][S:9][CH2:10][CH3:11])[NH:6][C:19](=[O:20])[CH:18]([CH2:22][C:23]1[CH:24]=[CH:25][CH:26]=[CH:27][CH:28]=1)[CH2:17][S:16][C:13](=[O:15])[CH3:14])[CH3:2]. Procedure details: React L-ethionine ethyl ester (3.51 g) and 3-acetylthio-2-benzylpropionic acid (4.37 g) in a manner similar to that described in Example 1, Step 1 to give a yellow residue. Chromatograph the yellow residue on the Waters Prep 500 (2 silica gel cartridges) and elute with ethyl acetate:hexane 2:18 (16L), then ethyl acetate:hexane 3:17. Repeat chromatography of the fractions using ethyl acetate:hexane as eluant to give Isomer A, a white solid (0.89 g), m.p. 84°-90°, [α]D26 =-60.6° (MeOH) and Isomer ...